This data is from the Open Reaction Database (ORD), a public repository of structured organic reaction records. The task is: describe an organic reaction: reactants, conditions, products, and yield Reactants: FC(C[O-])(F)F.FC(C[O-])(F)F.C(C)[Al+2] (Ethylaluminum Di-(2,2,2-trifluoroethoxide)), Al, FC(CO)(F)F (2,2,2-trifluoroethanol), [Al] (aluminum). Run in C(Cl)Cl (methylene chloride), C(Cl)Cl (methylene chloride). Reaction conditions: temperature 40 celsius, time 1 hour. The product is FC(C[O-])(F)F.FC(C[O-])(F)F.FC(C[O-])(F)F.[Al+3] (Aluminum Tri-(2,2,2-trifluoroethoxide)). Reaction SMILES: [F:1][C:2]([F:6])([F:5])[CH2:3][O-:4].[F:7][C:8]([F:12])([F:11])[CH2:9][O-:10].C([Al+2:15])C.[F:16][C:17]([F:21])([F:20])[CH2:18][OH:19].[Al]>C(Cl)Cl>[F:1][C:2]([F:6])([F:5])[CH2:3][O-:4].[F:7][C:8]([F:12])([F:11])[CH2:9][O-:10].[F:16][C:17]([F:21])([F:20])[CH2:18][O-:19].[Al+3:15] |f:0.1.2,6.7.8.9|. Reported procedure: In a flask, under a nitrogen blanket, were placed 7.43 g (0.29 mole) of the product of Example 2 and 50 ml methylene chloride. Then, 3.07 g (0.031 mole) of 2,2,2-trifluoroethanol was added in a way so as to maintain the temperature at about 40° C. After the addition was complete, the flask was placed in an oil bath at 60° C. and most of the methylene chloride was evaporated. The product was allowed to stand at the same temperature for one hour and the remainder of the solvent stripped off under ... Reactants: C(C)(=O)O[BH-](OC(C)=O)OC(C)=O.[Na+] (sodium triacetoxyborohydride), N[C@H]1C[C@]2([C@H](CN(C2)C(=O)OCC2=CC=CC=C2)C1)C(=O)N1CC=2C=C(C=NC2CC1)C(F)(F)F ((3aR,5R,6aR)-Benzyl 5-amino-3a-(3-(trifluoromethyl)-5,6,7,8-tetrahydro-1,6-naphthyridine-6-carbonyl)hexahydrocyclopenta[c]pyrrole-2(1H)-carboxylate), COC1COCCC1=O (3-methoxydihydro-2H-pyran-4(3H)-one), TEA. Solvent: C(Cl)Cl (DCM). Reaction conditions: time 2 hour. The product is COC1COCCC1N[C@H]1C[C@]2([C@H](CN(C2)C(=O)OCC2=CC=CC=C2)C1)C(=O)N1CC=2C=C(C=NC2CC1)C(F)(F)F ((3aR,5R,6aR)-Benzyl 5-((3-methoxytetrahydro-2H-pyran-4-yl)amino)-3a-(3-(trifluoromethyl)-5,6,7,8-tetrahydro-1,6-naphthyridine-6-carbonyl)hexahydrocyclopenta-[c]pyrrole-2(1H)-carboxylate). RXN SMILES: [NH2:1][C@@H:2]1[CH2:19][C@H:5]2[CH2:6][N:7]([C:9]([O:11][CH2:12][C:13]3[CH:18]=[CH:17][CH:16]=[CH:15][CH:14]=3)=[O:10])[CH2:8][C@@:4]2([C:20]([N:22]2[CH2:31][CH2:30][C:29]3[N:28]=[CH:27][C:26]([C:32]([F:35])([F:34])[F:33])=[CH:25][C:24]=3[CH2:23]2)=[O:21])[CH2:3]1.[CH3:36][O:37][CH:38]1[C:43](=O)[CH2:42][CH2:41][O:40][CH2:39]1.C(O[BH-](OC(=O)C)OC(=O)C)(=O)C.[Na+]>C(Cl)Cl>[CH3:36][O:37][CH:38]1[CH:43]([NH:1][C@@H:2]2[CH2:19][C@H:5]3[CH2:6][N:7]([C:9]([O:11][CH2:12][C:13]4[CH:18]=[CH:17][CH:16]=[CH:15][CH:14]=4)=[O:10])[CH2:8][C@@:4]3([C:20]([N:22]3[CH2:31][CH2:30][C:29]4[N:28]=[CH:27][C:26]([C:32]([F:35])([F:34])[F:33])=[CH:25][C:24]=4[CH2:23]3)=[O:21])[CH2:3]2)[CH2:42][CH2:41][O:40][CH2:39]1 |f:2.3|. Procedure details: A mixture of the product from Step A (difluoroacetate, 97.45 mg, 0.136 mmol), 3-methoxydihydro-2H-pyran-4(3H)-one (35.4 mg, 0.272 mmol), 4 Å molecular sieves (60 mg) and TEA (0.19 mL, 1.36 mmol) in DCM (4 mL) was stirred at rt for 2 h, followed by addition of sodium triacetoxyborohydride (46.12 mg, 0.218 mmol). The resulting mixture was stirred at rt overnight. The reaction was quenched by addition of saturated NaHCO3 aqueous solution, extracted with DCM, dried over Na2SO4. After removal of solv... Reactants: C1(=CC=CC=C1)C[C@@H](C(=O)O)O ((S)-3-phenyllactic acid). The reagents and catalysts are [Rh] (rhodium on alumina). Run in C(C)O (ethanol). Conditions: time 24 hour. Product: C1(CCCCC1)C[C@@H](C(=O)O)O ((S)-3-Cyclohexyllactic acid). Reaction SMILES: [C:1]1([CH2:7][C@H:8]([OH:12])[C:9]([OH:11])=[O:10])[CH:6]=[CH:5][CH:4]=[CH:3][CH:2]=1>C(O)C.[Rh]>[CH:1]1([CH2:7][C@H:8]([OH:12])[C:9]([OH:11])=[O:10])[CH2:6][CH2:5][CH2:4][CH2:3][CH2:2]1. Reported procedure: To a solution of (S)-3-phenyllactic acid (20g) in ethanol (250mL) was added 5% rhodium on alumina (2.5 g), and the reaction was shaken under 4atm H2 for 24 h. The reaction was filtered, and concentrated to give product as a white solid (≈20 g). 1H NMR (300 MHz, CDCl3) δ0.86-1.07 (m, 2H), 1.08-1.39 (m, 3H), 1.54-1.91 (m, 9H), 4.33 (dd, J=9.3, 3.6 Hz, 1H). MS(CI/NH3) m/e: (M+NH4)+ 190. Starting materials: C(C1=CC=CC=C1)OC1=NC(=NC=C1C#CCCCN1C(C2=CC=CC=C2C1=O)=O)NC1=CC(=CC=C1)F (2-(5-(4-(benzyloxy)-2-((3-fluorophenyl)amino)pyrimidin-5-yl)-4-pentyn-1-yl)isoindoline-1,3-dione), FC(C(=O)O)(F)F (trifluoroacetic acid). Reaction conditions: time 8 hour. Yields the product FC=1C=C(C=CC1)NC1=NC=C(C(=N1)O)C#CCCCN1C(C2=CC=CC=C2C1=O)=O (2-(5-(2-((3-fluorophenyl)amino)-4-hydroxypyrimidin-5-yl)-4-pentyn-1-yl)isoindoline-1,3-dione). Isolated yield 109.3%. RXN SMILES: C([O:8][C:9]1[C:14]([C:15]#[C:16][CH2:17][CH2:18][CH2:19][N:20]2[C:28](=[O:29])[C:27]3[C:22](=[CH:23][CH:24]=[CH:25][CH:26]=3)[C:21]2=[O:30])=[CH:13][N:12]=[C:11]([NH:31][C:32]2[CH:37]=[CH:36][CH:35]=[C:34]([F:38])[CH:33]=2)[N:10]=1)C1C=CC=CC=1.FC(F)(F)C(O)=O>>[F:38][C:34]1[CH:33]=[C:32]([NH:31][C:11]2[N:10]=[C:9]([OH:8])[C:14]([C:15]#[C:16][CH2:17][CH2:18][CH2:19][N:20]3[C:21](=[O:30])[C:22]4[C:27](=[CH:26][CH:25]=[CH:24][CH:23]=4)[C:28]3=[O:29])=[CH:13][N:12]=2)[CH:37]=[CH:36][CH:35]=1. Procedure details: To 2-(5-(4-(benzyloxy)-2-((3-fluorophenyl)amino)pyrimidin-5-yl)-4-pentyn-1-yl)isoindoline-1,3-dione (J3, 69 mg), trifluoroacetic acid (1 mL) was added at room temperature, and the mixture was stirred overnight at the same temperature. The solvent was evaporated under reduced pressure, and then ethyl acetate and water were added to the mixture. The organic layer was separated, washed with saturated aqueous sodium chloride, and then dried over anhydrous sodium sulfate, and the solvent was evaporat... Reactants: FC=1C=CC(=C(O[C@@H]2CO[C@H]3[C@@H]2OC[C@H]3O)C1)[N+](=O)[O-] ((3R,3aR,6R,6aR)-6-(5-fluoro-2-nitro-phenoxy)-2,3,3a,5,6,6a-hexahydrofuro[3,2-b]furan-3-ol), C(Cl)Cl (DCM). Product: FC=1C=CC(=C(O[C@H]2[C@@H]3[C@H](OC2)C(CO3)=O)C1)[N+](=O)[O-] ((3R,3aR,6aS)-3-(5-fluoro-2-nitro-phenoxy)-2,3,3a,6a-tetrahydrofuro[3,2-b]furan-6-one). Reaction SMILES: [F:1][C:2]1[CH:3]=[CH:4][C:5]([N+:18]([O-:20])=[O:19])=[C:6]([CH:17]=1)[O:7][C@H:8]1[C@H:12]2[O:13][CH2:14][C@@H:15]([OH:16])[C@H:11]2[O:10][CH2:9]1.C(Cl)Cl>[Ru]([O-])(=O)(=O)=O.C([N+](CCC)(CCC)CCC)CC>[F:1][C:2]1[CH:3]=[CH:4][C:5]([N+:18]([O-:20])=[O:19])=[C:6]([CH:17]=1)[O:7][C@@H:8]1[CH2:9][O:10][C@@H:11]2[C:15](=[O:16])[CH2:14][O:13][C@H:12]12 |f:2.3|. Conditions: time 30 minute. Reported procedure: To 1.4 g (5.0 mmol) (3R,3aR,6R,6aR)-6-(5-fluoro-2-nitro-phenoxy)-2,3,3a,5,6,6a-hexahydrofuro[3,2-b]furan-3-ol (III.1), 2.5 g molecular sieves 4 Å in DCM 1.2 g (10.0 mmol) N-methyl-morpholin-N-oxide and after 5 min 0.1 g (0.25 mmol) tetrapropylammonium perruthenate are added. The reaction mixture is stirred at RT for 30 min and purified by FC. The reagents and catalysts are [Ru](=O)(=O)(=O)[O-].C(CC)[N+](CCC)(CCC)CCC (tetrapropylammonium perruthenate). The reactants are CCN(C(C)C)C(C)C, COc1cc(B2OC(C)(C)C(C)(C)O2)ccc1N, Cn1c(C(=O)Cl)cc2ccccc21, ClCCl. The product is COc1cc(B2OC(C)(C)C(C)(C)O2)ccc1NC(=O)c1cc2ccccc2n1C. As a reaction SMILES: [CH2:32]([N:33]([CH:34]([CH3:35])[CH3:36])[CH:37]([CH3:38])[CH3:39])[CH3:40].[CH3:14][O:15][c:16]1[c:17]([NH2:18])[cH:19][cH:20][c:21]([B:23]2[O:24][C:25]([CH3:30])([CH3:31])[C:26]([CH3:28])([CH3:29])[O:27]2)[cH:22]1.[CH3:1][n:2]1[c:3]([C:11](=[O:12])[Cl:13])[cH:4][c:5]2[cH:6][cH:7][cH:8][cH:9][c:10]12.[Cl:41][CH2:42][Cl:43]>>[CH3:1][n:2]1[c:3]([C:11](=[O:12])[NH:18][c:17]2[c:16]([O:15][CH3:14])[cH:22][c:21]([B:23]3[O:24][C:25]([CH3:30])([CH3:31])[C:26]([CH3:28])([CH3:29])[O:27]3)[cH:20][cH:19]2)[cH:4][c:5]2[cH:6][cH:7][cH:8][cH:9][c:10]12. Starting materials: O (water), C(CCC)(=O)C=1C=NC2=C(C=CC=C2C1NC1=C(C=CC=C1)OC)OCCCSC (3-butyryl-4-(2-methoxyphenylamino)-8-(3-methylthiopropoxy)quinoline), [O-]Cl.[Na+] (NaOCl). Solvent: C(Cl)Cl (methylene chloride), C(Cl)Cl (methylene chloride). Reaction conditions: time 4 hour. Yields the product C(CCC)(=O)C=1C=NC2=C(C=CC=C2C1NC1=C(C=CC=C1)OC)OCCCS(=O)C (3-butyryl-4-(2-methoxyphenylamino)-8(3-methylsulfinylpropoxy)quinoline). The yield is 4.6%. Reaction SMILES: [C:1]([C:6]1[CH:7]=[N:8][C:9]2[C:14]([C:15]=1[NH:16][C:17]1[CH:22]=[CH:21][CH:20]=[CH:19][C:18]=1[O:23][CH3:24])=[CH:13][CH:12]=[CH:11][C:10]=2[O:25][CH2:26][CH2:27][CH2:28][S:29][CH3:30])(=[O:5])[CH2:2][CH2:3][CH3:4].[OH2:31].[O-]Cl.[Na+]>C(Cl)Cl>[C:1]([C:6]1[CH:7]=[N:8][C:9]2[C:14]([C:15]=1[NH:16][C:17]1[CH:22]=[CH:21][CH:20]=[CH:19][C:18]=1[O:23][CH3:24])=[CH:13][CH:12]=[CH:11][C:10]=2[O:25][CH2:26][CH2:27][CH2:28][S:29]([CH3:30])=[O:31])(=[O:5])[CH2:2][CH2:3][CH3:4] |f:2.3|. Reported procedure: 3-butyryl-4-(2-methoxyphenylamino)-8-(3-methylthiopropoxy)quinoline (0.30 g, 0.70 mmol) was dissolved in methylene chloride (10 ml), 5 ml water was added and then a solution of 1.5 ml (1.09 mmol) of 5% NaOCl in 10 ml methylene chloride was added. The mixture was stirred for 4 h at room temperature. The organic phase was separated and evaporated. Chromatography with methylene chloride: methanol 95:5 as the eluent gave 14 mg (4.6%) of the title compound. Starting materials: CC(C)CNCC(C)C, CCOCC, Cc1ccccc1, [Na+], CCCc1c(O)ccc2c(C(F)(F)F)noc12, O=S(=O)(Cl)Cl, O=S([O-])O, c1ccc2oncc2c1. Yields the product CCCc1c(O)c(Cl)cc2c(C(F)(F)F)noc12. RXN SMILES: [CH2:1]([NH:2][CH2:3][CH:4]([CH3:5])[CH3:6])[CH:7]([CH3:8])[CH3:9].[CH2:53]([O:54][CH2:55][CH3:56])[CH3:57].[CH3:46][c:47]1[cH:48][cH:49][cH:50][cH:51][cH:52]1.[Na+:45].[OH:10][c:11]1[c:12]([CH2:24][CH2:25][CH3:26])[c:13]2[c:14]([c:15]([C:18]([F:19])([F:20])[F:21])[n:16][o:17]2)[cH:22][cH:23]1.[S:27]([Cl:28])(=[O:29])([Cl:30])=[O:31].[S:41](=[O:42])([OH:43])[O-:44].[o:32]1[c:33]2[cH:34][cH:35][cH:36][cH:37][c:38]2[cH:39][n:40]1>>[OH:10][c:11]1[c:12]([CH2:24][CH2:25][CH3:26])[c:13]2[c:14]([c:15]([C:18]([F:19])([F:20])[F:21])[n:16][o:17]2)[cH:22][c:23]1[Cl:30]. The reactants are CCCCP(=CC#N)(CCCC)CCCC, Cc1ccccc1, CCC(CO)N(CCO)S(=O)(=O)c1ccccc1[N+](=O)[O-]. The product is CCC1COCCN1S(=O)(=O)c1ccccc1[N+](=O)[O-]. Reaction SMILES: [C:1]([CH:2]=[P:3]([CH2:4][CH2:5][CH2:6][CH3:7])([CH2:8][CH2:9][CH2:10][CH3:11])[CH2:12][CH2:13][CH2:14][CH3:15])#[N:16].[CH3:38][c:39]1[cH:40][cH:41][cH:42][cH:43][cH:44]1.[OH:17][CH2:18][CH:19]([CH2:20][CH3:21])[N:22]([S:23](=[O:24])(=[O:25])[c:26]1[c:27]([N+:32](=[O:33])[O-:34])[cH:28][cH:29][cH:30][cH:31]1)[CH2:35][CH2:36][OH:37]>>[CH2:18]1[CH:19]([CH2:20][CH3:21])[N:22]([S:23](=[O:24])(=[O:25])[c:26]2[c:27]([N+:32](=[O:33])[O-:34])[cH:28][cH:29][cH:30][cH:31]2)[CH2:35][CH2:36][O:37]1.